describe an organic reaction: reactants, conditions, products, and yield From a dataset of the Open Reaction Database (ORD), a public repository of structured organic reaction records. Starting materials: FC=1C(=NC2=CC=CC(=C2N1)C1=CC=2C(NCCC2N1)=O)C (2-(3-fluoro-2-methylquinoxalin-5-yl)-6,7-dihydro-1H-pyrrolo[3,2-c]pyridin-4(5H)-one), NC1CC(CCC1)O (3-aminocyclohexanol). Reaction conditions: temperature 100 celsius. The product is N1C=CC=2C(NCCC21)=O (6,7-dihydro-1H-pyrrolo[3,2-c]pyridin-4(5H)-one). Isolated yield 17.0%. RXN SMILES: FC1C(C)=NC2C(N=1)=C([C:12]1[NH:20][C:19]3[CH2:18][CH2:17][NH:16][C:15](=[O:21])[C:14]=3[CH:13]=1)C=CC=2.NC1CCCC(O)C1>>[NH:20]1[C:19]2[CH2:18][CH2:17][NH:16][C:15](=[O:21])[C:14]=2[CH:13]=[CH:12]1. Reported procedure: Prepared similarly to that described in Example 131 using 2-(3-fluoro-2-methylquinoxalin-5-yl)-6,7-dihydro-1H-pyrrolo[3,2-c]pyridin-4(5H)-one (Example 126; 48 mg, 0.162 mmol) and 3-aminocyclohexanol (37.0 mg, 0.324 mmol, AB Chem, Inc., Dorval, Canada; mixture of racemic cis- and trans-isomers) and heating at 100° C. for 2 h. Purification by silica gel (100% DCM to 8% MeOH/DCM) provided 2434(3-hydroxycyclohexyl)amino)-2-methylquinoxalin-5-yl)-6,7-dihydro-1H-pyrrolo[3,2-c]pyridin-4(5H)-one (17% yi... The reactants are CC(C)=CC(=O)O, C=CCCC(C)=CC(=O)O, O=S(=O)([O-])C(F)(F)F, C=CCCCC1CC(O)CC(OC)(C2CSC(=O)N2Cc2ccc(OC)cc2)O1, COc1ccc(CN2C(=O)SCC2C2(OC)CC(O)CC(CCc3ccccc3)O2)cc1. Reaction SMILES: [CH3:70][C:71](=[CH:72][C:73](=[O:74])[OH:75])[CH3:76].[CH3:77][C:78]([CH2:79][CH2:80][CH:81]=[CH2:82])=[CH:83][C:84]([OH:85])=[O:86].[O-:1][S:2]([C:3]([F:4])([F:5])[F:6])(=[O:7])=[O:8].[OH:41][CH:42]1[CH2:43][CH:44]([CH2:45][CH2:46][CH2:47][CH:48]=[CH2:49])[O:50][C:51]([CH:52]2[CH2:53][S:54][C:55](=[O:56])[N:57]2[CH2:58][c:59]2[cH:60][cH:61][c:62]([O:63][CH3:64])[cH:65][cH:66]2)([O:67][CH3:68])[CH2:69]1.[OH:9][CH:10]1[CH2:11][C:12]([O:24][CH3:25])([CH:26]2[N:27]([CH2:32][c:33]3[cH:34][cH:35][c:36]([O:39][CH3:40])[cH:37][cH:38]3)[C:28](=[O:31])[S:29][CH2:30]2)[O:13][CH:14]([CH2:16][CH2:17][c:18]2[cH:19][cH:20][cH:21][cH:22][cH:23]2)[CH2:15]1>>[O:9]([CH:10]1[CH2:11][C:12]([O:24][CH3:25])([CH:26]2[N:27]([CH2:32][c:33]3[cH:34][cH:35][c:36]([O:39][CH3:40])[cH:37][cH:38]3)[C:28](=[O:31])[S:29][CH2:30]2)[O:13][CH:14]([CH2:16][CH2:17][c:18]2[cH:19][cH:20][cH:21][cH:22][cH:23]2)[CH2:15]1)[C:73]([CH:72]=[C:71]([CH3:70])[CH3:76])=[O:74]. Yields the product COc1ccc(CN2C(=O)SCC2C2(OC)CC(OC(=O)C=C(C)C)CC(CCc3ccccc3)O2)cc1. The solvent is ClCCl (dichloromethane), C(C)(=O)OCC (ethyl acetate). RXN SMILES: Cl.[N:2]1[CH:7]=[CH:6][C:5]([O:8][CH2:9][C:10]2[CH:15]=[CH:14][CH:13]=[CH:12][C:11]=2[C:16]2[S:20][C:19]([NH:21]C(=O)OC(C)(C)C)=[N:18][CH:17]=2)=[CH:4][CH:3]=1>C(OCC)(=O)C.ClCCl>[N:2]1[CH:7]=[CH:6][C:5]([O:8][CH2:9][C:10]2[CH:15]=[CH:14][CH:13]=[CH:12][C:11]=2[C:16]2[S:20][C:19]([NH2:21])=[N:18][CH:17]=2)=[CH:4][CH:3]=1. Procedure: 20 ml of a 4M gaseous hydrochloric acid solution in ethyl acetate are added to 1 g of tert-butyl 5-{2-[(4-pyridinyloxy)methyl]phenyl}-1,3-thiazol-2-ylcarbamate, obtained in step 7.3, in 20 ml of dichloromethane. The mixture is left for 4 hours at room temperature. The reaction medium is concentrated and it is brought to a basic pH with a 5% sodium hydrogen sulphate solution. The precipitate formed is filtered and chromatographed on a silica gel column, eluting with a dichloromethane/methanol 95/... Reactants: Cl (hydrochloric acid), N1=CC=C(C=C1)OCC1=C(C=CC=C1)C1=CN=C(S1)NC(OC(C)(C)C)=O (tert-butyl 5-{2-[(4-pyridinyloxy)methyl]phenyl}-1,3-thiazol-2-ylcarbamate). Product: N1=CC=C(C=C1)OCC1=C(C=CC=C1)C1=CN=C(S1)N (5-{2-[(4-Pryidinyloxy)methyl]phenyl}-1,3-thiazolamine). Reaction conditions: time 4 hour. Isolated yield 78.5%. Starting materials: OC1=CC=C(C=CC(=O)O)C=C1 (p-hydroxycinnamic acid), OC1=CC=C(C=CC(=O)O)C=C1 (p-hydroxycinnamic acid), C(C)(=O)[O-].[K+] (potassium acetate), COC1=CC=C(C=C1)O (4-methoxyphenol). Run in CN(C(C)=O)C (N,N-Dimethylacetamide). The product is OC1=CC=C(C=C)C=C1 (p-hydroxystyrene). Isolated yield 68.1%. RXN SMILES: [OH:1][C:2]1[CH:12]=[CH:11][C:5]([CH:6]=[CH:7]C(O)=O)=[CH:4][CH:3]=1.C([O-])(=O)C.[K+].COC1C=CC(O)=CC=1>CN(C)C(=O)C>[OH:1][C:2]1[CH:12]=[CH:11][C:5]([CH:6]=[CH2:7])=[CH:4][CH:3]=1 |f:1.2|. Reported procedure: Into a three neck 1 Liter flask equipped with a mechanical overhead stirrer and water condenser under an atmosphere of Nitrogen, was added 100 g (0.609 Mole) of p-hydroxycinnamic acid (TCI America; Portland, Oreg.) followed by 316 ml of N,N-Dimethylacetamide. The solution was stirred to form a light tan solution. To the solution was added 2.98 g of potassium acetate (Aldrich; Milwaukee, Wis.) (5 Mole %) followed by 0.1 g of 4-methoxyphenol (200 ppm; Aldrich; Milwaukee, Wis.). The flask was lower... The reactants are C(CCCCCCCCCCCCC)C1=CC=C(C=C1)O (4-tetradecyl phenol), [H-].[Na+] (sodium hydride), CN(C=O)C (dimethylformamide), O1COCC1 (1,3-dioxolane). Solvent: CCCCCC (hexane), CCOCC (ether). Run at temperature 80 celsius. Yields the product C(CCCCCCCCCCCCC)C1=CC=C(OCC(CO)O)C=C1 (3-(4-Tetradecylphenoxy)-1,2-propanediol). As a reaction SMILES: [CH2:1]([C:15]1[CH:20]=[CH:19][C:18]([OH:21])=[CH:17][CH:16]=1)[CH2:2][CH2:3][CH2:4][CH2:5][CH2:6][CH2:7][CH2:8][CH2:9][CH2:10][CH2:11][CH2:12][CH2:13][CH3:14].[H-].[Na+].[O:24]1[CH2:28][CH2:27][O:26]C1.[CH3:29]N(C)C=O>CCCCCC.CCOCC>[CH2:1]([C:15]1[CH:16]=[CH:17][C:18]([O:21][CH2:29][CH:28]([OH:24])[CH2:27][OH:26])=[CH:19][CH:20]=1)[CH2:2][CH2:3][CH2:4][CH2:5][CH2:6][CH2:7][CH2:8][CH2:9][CH2:10][CH2:11][CH2:12][CH2:13][CH3:14] |f:1.2|. Procedure: An about 43.5 g portion of 4-tetradecyl phenol was added in portions to a suspension of about 10.8 g of prewashed sodium hydride in dimethylformamide. The mixture was refluxed about 11/2 hours, allowed to cool and about 37.8 g of 2,2-dimethyl-4-[[methylsulfonyl)oxy]methyl]-1,3-dioxolane was added. This mixture was heated to about 80° C. for about 24 hours; diluted with hexane and ether, washed with water and brine and evaporated. The residue was heated on a steam bath with about 500 ml of methan... Reactants: CNC(=O)C1CCC(C(=O)O)N1Cc1ccccc1, CC(=O)OC(C)=O. Yields the product CN1C(=O)C2CCC(C1=O)N2Cc1ccccc1. As a reaction SMILES: [CH3:1][NH:2][C:3](=[O:4])[CH:5]1[CH2:6][CH2:7][CH:8]([C:17](=[O:18])[OH:19])[N:9]1[CH2:10][c:11]1[cH:12][cH:13][cH:14][cH:15][cH:16]1.[CH3:20][C:21]([O:22][C:23](=[O:24])[CH3:25])=[O:26]>>[CH3:1][N:2]1[C:3](=[O:4])[CH:5]2[CH2:6][CH2:7][CH:8]([N:9]2[CH2:10][c:11]2[cH:12][cH:13][cH:14][cH:15][cH:16]2)[C:17]1=[O:19].